From a dataset of the Open Reaction Database (ORD), a public repository of structured organic reaction records. describe an organic reaction: reactants, conditions, products, and yield Product: C(N)(=O)CC(C(=O)N1[C@H](C(=O)O)CCC1)CS (N-[2-carbamoylmethyl-3-mercaptopropanoyl]-L-proline). The solvent is O (water), O (water). Reaction SMILES: C([S:4][CH2:5][CH:6]([CH2:17][C:18]([O:20]C)=O)[C:7]([N:9]1[CH2:16][CH2:15][CH2:14][C@H:10]1[C:11]([OH:13])=[O:12])=[O:8])(=O)C.CO.C(O)(=O)C.[NH3:28]>O>[C:18]([CH2:17][CH:6]([CH2:5][SH:4])[C:7]([N:9]1[CH2:16][CH2:15][CH2:14][C@H:10]1[C:11]([OH:13])=[O:12])=[O:8])(=[O:20])[NH2:28]. Procedure: 2.1 g. of the product from Example 81 is dissolved in a mixture of water (40 ml.) and concentrated ammonia (40 ml.). After one hour the reaction mixture is concentrated to 1/3 volume, and applied to a column of Dowex 50 resin in the hydrogen cycle. The product is eluted with water. The aqueous is extracted with ethyl acetate and then concentrated to dryness to yield 1.4 g. of the named product Rf : 0.50 (silica gel-Chloroform:methanol:acetic acid:water). Starting materials: C(C)(=O)O (acetic acid), CO (methanol), C(C)(=O)SCC(C(=O)N1[C@H](C(=O)O)CCC1)CC(=O)OC (N-[3-(acetylthio)-2-(methoxycarbonylmethyl)propanoyl]-L-proline), N (ammonia). Reactants: Cc1ccc([Mg]Br)cc1 (effective_coupling_partner), CCc1ccc(OC)cc1 (substrate). Reagents/catalysts: C1-CDC. Run at temperature 60 celsius, time 4 hour. Yields the product CCc2ccc(c1ccc(C)cc1)cc2. Reaction SMILES: [F:1][C:2]1[C:15]([C:16]2[CH:17]=[N:18][N:19]([CH3:21])[CH:20]=2)=[CH:14][CH:13]=[CH:12][C:3]=1[CH2:4][CH2:5][O:6][CH2:7][CH2:8][C:9]([OH:11])=O.[CH3:22][O:23][CH:24]([O:33][CH3:34])[CH2:25][NH:26][CH:27]1[CH2:32][CH2:31][CH2:30][CH2:29][CH2:28]1>>[CH:27]1([N:26]([CH2:25][CH:24]([O:33][CH3:34])[O:23][CH3:22])[C:9](=[O:11])[CH2:8][CH2:7][O:6][CH2:5][CH2:4][C:3]2[CH:12]=[CH:13][CH:14]=[C:15]([C:16]3[CH:17]=[N:18][N:19]([CH3:21])[CH:20]=3)[C:2]=2[F:1])[CH2:32][CH2:31][CH2:30][CH2:29][CH2:28]1. Reactants: FC1=C(CCOCCC(=O)O)C=CC=C1C=1C=NN(C1)C (3-(2-fluoro-3-(1-methyl-1H-pyrazol-4-yl)phenethoxy)propanoic acid), COC(CNC1CCCCC1)OC (N-(2,2-dimethoxyethyl)cyclohexanamine), H-MeOH. Procedure details: The subtitled compound (1.6 g) was prepared form 3-(2-fluoro-3-(1-methyl-1H-pyrazol-4-yl)phenethoxy)propanoic acid [Example 16, Step v)] and N-(2,2-dimethoxyethyl)cyclohexanamine using a similar method to that described in Example 12, Step iii). MS [M+H-MeOH]+=430 (MultiMode+) 1H NMR (400 MHz, CD3OD) δ 7.97 (s, 1H), 7.84 (d, J=2.3 Hz, 1H), 7.46 (td, J=2.0 and 7.6 Hz, 1H), 7.15-7.02 (m, 2H), 4.53 and 4.37 (2×t, J=5.4 Hz, 1H), 4.04-3.94 and 3.70-3.60 (2×m, 1H), 3.92 (s, 3H), 3.76-3.64 (m, 4H), 3.3... Yields the product C1(CCCCC1)N(C(CCOCCC1=C(C(=CC=C1)C=1C=NN(C1)C)F)=O)CC(OC)OC (N-cyclohexyl-N-(2,2-dimethoxyethyl)-3-(2-fluoro-3-(1-methyl-1H-pyrazol-4-yl)phenethoxy)propanamide). Starting materials: F[C@@]12CCC([C@@]1(C)CC[C@@H]1[C@]3(CC[C@@H](CC3=CC[C@@H]21)O)C)=O (14α-Fluoro-3β-hydroxyandrost-5(6)-en-17-one), [H][H] (hydrogen). Reagents/catalysts: [Pd] (palladium-charcoal). The solvent is C(C)O (ethanol). Yields the product F[C@@]12CCC([C@@]1(C)CC[C@@H]1[C@]3(CC[C@@H](C[C@@H]3CC[C@@H]21)O)C)=O (14α-fluoro-3β-hydroxy-5α-androstan-17-one). The yield is 39.2%. RXN SMILES: [F:1][C@:2]12[C@H:19]3[C@@H:10]([C@:11]4([CH3:21])[C:16](=[CH:17][CH2:18]3)[CH2:15][C@@H:14]([OH:20])[CH2:13][CH2:12]4)[CH2:9][CH2:8][C@:6]1([CH3:7])[C:5](=[O:22])[CH2:4][CH2:3]2.[H][H]>C(O)C.[Pd]>[F:1][C@:2]12[C@H:19]3[C@@H:10]([C@:11]4([CH3:21])[C@@H:16]([CH2:17][CH2:18]3)[CH2:15][C@@H:14]([OH:20])[CH2:13][CH2:12]4)[CH2:9][CH2:8][C@:6]1([CH3:7])[C:5](=[O:22])[CH2:4][CH2:3]2. Reported procedure: 14α-Fluoro-3β-hydroxyandrost-5(6)-en-17-one (400 mg) in ethanol (70 ml) was hydrogenated over palladium-charcoal (5%; 250 mg) until uptake of hydrogen ceased (72 hr). The solvent was evaporated in vacuo and the crude product was recrystallised from acetone: hexane to give prisms of 14α-fluoro-3β-hydroxy-5α-androstan-17-one (158 mg) m.p. 201°-202°; [α]D23 +83° (c 0.84, CHCl3); vmax 3500 and 1730 cm-1 ; the PMR spectrum included signals at δ0.83 (3H, s, 19-Me), 1.00 (3H, s, 18-Me) and 3.6 (1H, m, ...